From a dataset of the Open Reaction Database (ORD), a public repository of structured organic reaction records. describe an organic reaction: reactants, conditions, products, and yield Product: COC=1C=C2CC/C(/C2=CC1)=C\C(=O)OC (Methyl (2E)-(5-methoxy-2,3-dihydro-1H-inden-1-ylidene)acetate). RXN SMILES: [CH3:1][O:2][C:3]1[CH:4]=[C:5]2[C:9](=[CH:10][CH:11]=1)[C:8](=O)[CH2:7][CH2:6]2.Br[CH2:14][C:15]([O:17][CH3:18])=[O:16]>C1COCC1.[Zn]>[CH3:1][O:2][C:3]1[CH:4]=[C:5]2[C:9](=[CH:10][CH:11]=1)/[C:8](=[CH:14]/[C:15]([O:17][CH3:18])=[O:16])/[CH2:7][CH2:6]2. The reagents and catalysts are [Zn] (zinc). Procedure: A solution of 5-methoxy-1-indanone (2.50 g, 15.4 mmol) and methyl bromoacetate (1.84 mL, 20.0 mmol) in THF (15 mL) was added dropwise to a mixture of activated zinc dust (1.51 g, 23.1 mmol) in THF (10 mL). During the addition the reaction mixture reached reflux temperature, which was maintained for an additional hour after the addition was completed. After cooling to ambient temperature, the reaction mixture was poured into ice-cold 2.0 N HCl and extracted into EtOAc. The organic layer was washe... The reactants are ice, COC=1C=C2CCC(C2=CC1)=O (5-methoxy-1-indanone), BrCC(=O)OC (methyl bromoacetate). Run in C1CCOC1 (THF), C1CCOC1 (THF). Yield: 72.9%. Reactants: [BH3-]C#N, CC(Nc1nccc(-n2cnc3ccccc32)n1)C1CN(C(=O)Nc2cccc3ccccc23)CCN1C, [Na+], O=Cc1ccccn1. Yields the product CC1C2CN(C(=O)Nc3cccc4ccccc34)CCN2C(c2ccccn2)N1c1nccc(-n2cnc3ccccc32)n1. Reaction SMILES: [C:47]([BH3-:48])#[N:49].[CH3:1][N:2]1[CH:3]([CH:21]([CH3:22])[NH:23][c:24]2[n:25][cH:26][cH:27][c:28](-[n:30]3[cH:31][n:32][c:33]4[c:34]3[cH:35][cH:36][cH:37][cH:38]4)[n:29]2)[CH2:4][N:5]([C:8]([NH:9][c:10]2[cH:11][cH:12][cH:13][c:14]3[cH:15][cH:16][cH:17][cH:18][c:19]23)=[O:20])[CH2:6][CH2:7]1.[Na+:50].[n:39]1[c:40]([CH:45]=[O:46])[cH:41][cH:42][cH:43][cH:44]1>>[CH:1]1([c:40]2[n:39][cH:44][cH:43][cH:42][cH:41]2)[N:2]2[CH:3]([CH2:4][N:5]([C:8]([NH:9][c:10]3[cH:11][cH:12][cH:13][c:14]4[cH:15][cH:16][cH:17][cH:18][c:19]34)=[O:20])[CH2:6][CH2:7]2)[CH:21]([CH3:22])[N:23]1[c:24]1[n:25][cH:26][cH:27][c:28](-[n:30]2[cH:31][n:32][c:33]3[c:34]2[cH:35][cH:36][cH:37][cH:38]3)[n:29]1. Run in N1=CC=CC=C1 (pyridine), C(C)(=O)OCC (ethyl acetate). Yields the product [N+](=O)([O-])C1=CC=C(CC2=NC=3C=CC=CC3C=3N2N=C(N3)N)C=C1 (5-(4-nitrobenzyl)-[1,2,4]triazolo[1,5-c]quinazolin-2-amine). Starting materials: [N+](=O)([O-])C1=CC=C(CC2=NC3=C(C(O2)=O)C=CC=C3)C=C1 (2-(4-nitrobenzyl)-4H-3,1-benzoxazin-4-one), C(O)(O)=O.NNC(=N)N (aminoguanidine hydrogencarbonate). Yield: 41.7%. Reported procedure: A solution of 2-(4-nitrobenzyl)-4H-3,1-benzoxazin-4-one (5.7 g, 20.2 mmol) and aminoguanidine hydrogencarbonate (2.7 g, 20.2 mmol) in pyridine (25 mL) was heated under microwave condition at 180° C. for 30 minutes. After cooling, the red solution was taken up in ethyl acetate, washed with brine and dried over Na2SO4. The solvent was removed in vacuum and the residue was chromatographed on silica gel eluting with DCM/CH3OH 95/5 to furnish the title compound (2.7 g, 42% yield) RXN SMILES: [N+:1]([C:4]1[CH:21]=[CH:20][C:7]([CH2:8][C:9]2O[C:13](=O)[C:12]3[CH:16]=[CH:17][CH:18]=[CH:19][C:11]=3[N:10]=2)=[CH:6][CH:5]=1)([O-:3])=[O:2].C(=O)(O)O.[NH2:26][NH:27][C:28]([NH2:30])=[NH:29]>N1C=CC=CC=1.C(OCC)(=O)C>[N+:1]([C:4]1[CH:21]=[CH:20][C:7]([CH2:8][C:9]2[N:26]3[N:27]=[C:28]([NH2:30])[N:29]=[C:13]3[C:12]3[CH:16]=[CH:17][CH:18]=[CH:19][C:11]=3[N:10]=2)=[CH:6][CH:5]=1)([O-:3])=[O:2] |f:1.2|. Starting materials: [N+](=O)([O-])NC(=N)N (Nitroguanidine), [Na] (sodium), C(C(C)C)C(C(=O)OCC)C(=O)C (Ethyl α-isobutylacetoacetate). Solvent: CO (methanol). The product is C(C(C)C)C=1C(NC(=NC1C)N[N+](=O)[O-])=O (5-isobutyl-6-methyl-2-nitraminopyrimid-4(3H)-one). The yield is 63.4%. RXN SMILES: [N+:1]([NH:4][C:5]([NH2:7])=[NH:6])([O-:3])=[O:2].[Na].[CH2:9]([CH:13]([C:19]([CH3:21])=O)[C:14](OCC)=[O:15])[CH:10]([CH3:12])[CH3:11]>CO>[CH2:9]([C:13]1[C:14](=[O:15])[NH:6][C:5]([NH:4][N+:1]([O-:3])=[O:2])=[N:7][C:19]=1[CH3:21])[CH:10]([CH3:12])[CH3:11] |^1:7|. Procedure details: Nitroguanidine (53.1 g) was added to a solution of sodium (17.6 g) in methanol (500 ml). The mixture was heated under reflux for 45 minutes. Ethyl α-isobutylacetoacetate (95.0 g) was then added dropwise to the refluxing mixture over 30 minutes. Refluxing was continued for a further 61/2 hours. Most of the methanol was removed and the residue was dissolved in water. Unreacted β-keto-ester was removed by extraction with chloroform and the solution was acidified with concentrated hydrochloric acid.... The reactants are CCCCO, Clc1nc(Cl)c2[nH]cnc2n1, FC(F)(F)c1ccc2c(c1)NCC2. Yields the product FC(F)(F)c1ccc2c(c1)N(c1nc(Cl)nc3[nH]cnc13)CC2. As a reaction SMILES: [CH2:25]([OH:26])[CH2:27][CH2:28][CH3:29].[Cl:1][c:2]1[n:3][c:4]([Cl:11])[c:5]2[nH:6][cH:7][n:8][c:9]2[n:10]1.[F:12][C:13]([c:14]1[cH:15][cH:16][c:17]2[c:21]([cH:22]1)[NH:20][CH2:19][CH2:18]2)([F:23])[F:24]>>[Cl:1][c:2]1[n:3][c:4]([N:20]2[CH2:19][CH2:18][c:17]3[cH:16][cH:15][c:14]([C:13]([F:12])([F:23])[F:24])[cH:22][c:21]32)[c:5]2[n:6][cH:7][nH:8][c:9]2[n:10]1. Reactants: C(C)(=O)O.C(C)(=O)O.IC1=CC=CC=C1 (iodobenzene diacetate), CC#N (MeCN), BrC1=CC=C(C=C1)C(C)=O (4′-bromoacetophenone), CC#N (MeCN), resultant mixture, FC(S(=O)(=O)O)(F)F (Trifluoromethanesulfonic acid). Yields the product BrC1=CC=C(C=C1)C1=CN=C(O1)C (5-(4-Bromophenyl)-2-methyl-oxazole), solid. RXN SMILES: FC(F)(F)S(O)(=O)=O.C(O)(=O)C.C(O)(=O)C.IC1C=CC=CC=1.[Br:24][C:25]1[CH:30]=[CH:29][C:28]([C:31](=[O:33])[CH3:32])=[CH:27][CH:26]=1.[CH3:34][C:35]#[N:36]>>[Br:24][C:25]1[CH:30]=[CH:29][C:28]([C:31]2[O:33][C:35]([CH3:34])=[N:36][CH:32]=2)=[CH:27][CH:26]=1 |f:1.2.3|. Procedure: Trifluoromethanesulfonic acid (6.6 ml) was added to a flask containing iodobenzene diacetate (12.2 g) and MeCN (200 ml) at rt. After 25 min. a solution of 4′-bromoacetophenone (5 g) in MeCN (50 ml) was added and the resultant mixture heated at reflux for 6 h. The reaction was allowed to cool to rt before the solvent was evaporated and the residue partitioned between saturated aqueous Na2CO3 (150 ml) and EtOAc (150 ml). The organic phase was washed with saturated brine (150 ml), dried (MgSO4) and... The reactants are FC1=C(C(=O)NC=2C=NNC2)C(=CC=C1)F (2,6-difluoro-N-1H-pyrazol-4-ylbenzamide), FC1=C(C(=O)NC=2C=NN(C2)CC2=C(C=CC=C2)COC2=CC=CC=C2)C(=CC=C1)F (2,6-Difluoro-N-[1-({2-[(phenyloxy)methyl]phenyl}methyl)-1H-pyrazol-4-yl]benzamide), C([O-])([O-])=O.[K+].[K+] (potassium carbonate), BrCC1=C(C=C(C=C1)Cl)OCC1=CC=CC=C1 (1-(bromomethyl)-4-chloro-2-[(phenylmethyl)oxy]benzene). Solvent: CN(C)C=O (DMF). Run at time 8 hour. The product is ClC1=CC(=C(C=C1)CN1N=CC(=C1)NC(C1=C(C=CC=C1F)F)=O)OCC1=CC=CC=C1 (N-[1-({4-Chloro-2-[(phenylmethyl)oxy]phenyl}methyl)-1H-pyrazol-4-yl]-2,6-difluorobenzamide). Reaction SMILES: [F:1][C:2]1[CH:15]=[CH:14][CH:13]=[C:12]([F:16])[C:3]=1[C:4]([NH:6][C:7]1[CH:8]=[N:9][NH:10][CH:11]=1)=[O:5].FC1C=CC=C(F)C=1C(NC1C=NN(CC2C=CC=CC=2COC2C=CC=CC=2)C=1)=O.C(=O)([O-])[O-].[K+].[K+].Br[CH2:55][C:56]1[CH:61]=[CH:60][C:59]([Cl:62])=[CH:58][C:57]=1[O:63][CH2:64][C:65]1[CH:70]=[CH:69][CH:68]=[CH:67][CH:66]=1>CN(C=O)C>[Cl:62][C:59]1[CH:60]=[CH:61][C:56]([CH2:55][N:10]2[CH:11]=[C:7]([NH:6][C:4](=[O:5])[C:3]3[C:2]([F:1])=[CH:15][CH:14]=[CH:13][C:12]=3[F:16])[CH:8]=[N:9]2)=[C:57]([O:63][CH2:64][C:65]2[CH:66]=[CH:67][CH:68]=[CH:69][CH:70]=2)[CH:58]=1 |f:2.3.4|. Reported procedure: To 2,6-difluoro-N-1H-pyrazol-4-ylbenzamide (for a preparation see intermediate 2, 52 mg, 0.23 mmol) and potassium carbonate (65 mg, 0.47 mmol) was added a solution of 1-(bromomethyl)-4-chloro-2-[(phenylmethyl)oxy]benzene (74 mg, 0.27 mmol) in DMF (1 ml). The reaction was stirred overnight, under nitrogen and at ambient temperature. The suspension was filtered using a hydrophobic frit and the residue washed with methanol (1 ml). The filtrate was purified by MDAP (Method A) on Supelcosil ABZ+Plus ... Reactants: CO, COC(=O)C(C(=O)OC)C(C[N+](=O)[O-])c1ccc(Cl)cc1, [Ni]. Product: COC(=O)C1C(=O)NCC1c1ccc(Cl)cc1. RXN SMILES: [CH3:23][OH:24].[Cl:1][c:2]1[cH:3][cH:4][c:5]([CH:8]([CH2:9][N+:10]([O-:16])=[O:17])[CH:13]([C:14]([O:11][CH3:12])=[O:15])[C:18](=[O:19])[O:20][CH3:21])[cH:6][cH:7]1.[Ni:22]>>[Cl:1][c:2]1[cH:3][cH:4][c:5]([CH:8]2[CH2:9][NH:10][C:14](=[O:15])[CH:13]2[C:18](=[O:19])[O:20][CH3:21])[cH:6][cH:7]1. Starting materials: ClC1=CC=C(C=CC(=O)Cl)C=C1 (p-chlorocinnamoyl chloride), ClCCl (dichlormethane), ClCCl (dichloromethane), NC1=CC=C(C(=O)OCC)C=C1 (ethyl 4-aminobenzoate). Run in O (water). Reaction conditions: time 30 minute. The product is ClC1=CC=C(C=CC(=O)NC2=CC=C(C(=O)OCC)C=C2)C=C1 (4-(p-Chlorocinnamamido)benzoic acid, ethyl ester). Reaction SMILES: [Cl:1][C:2]1[CH:12]=[CH:11][C:5]([CH:6]=[CH:7][C:8](Cl)=[O:9])=[CH:4][CH:3]=1.ClCCl.[NH2:16][C:17]1[CH:27]=[CH:26][C:20]([C:21]([O:23][CH2:24][CH3:25])=[O:22])=[CH:19][CH:18]=1>O>[Cl:1][C:2]1[CH:12]=[CH:11][C:5]([CH:6]=[CH:7][C:8]([NH:16][C:17]2[CH:18]=[CH:19][C:20]([C:21]([O:23][CH2:24][CH3:25])=[O:22])=[CH:26][CH:27]=2)=[O:9])=[CH:4][CH:3]=1. Procedure details: The 21.8 g. of p-chlorocinnamoyl chloride is dissolved in 250 ml. of dichloromethane. To this is added, with stirring, a solution of 35.7 g. of ethyl 4-aminobenzoate in 250 ml. of dichlormethane. The mixture is stirred overnight, then 300 ml. of water are added, stirring is continued for 30 minutes, and the solid is collected by filtration and dried. This solid is boiled in 600 ml. of ethanol and 100 ml. of chloroform, filtered, and the volume reduced to 450 ml., giving a solid, 15.0 g. of which...